This data is from the Open Reaction Database (ORD), a public repository of structured organic reaction records. The task is: describe an organic reaction: reactants, conditions, products, and yield Reactants: [C-]#N, CCCCCC, CCOC(C)=O, CO, O=Cc1ccc(F)c(F)c1, N. Product: N#CC(N)c1ccc(F)c(F)c1. Reaction SMILES: [C-:12]#[N:13].[CH3:14][CH2:15][CH2:16][CH2:17][CH2:18][CH3:19].[CH3:20][CH2:21][O:22][C:23]([CH3:24])=[O:25].[CH3:26][OH:27].[F:1][c:2]1[cH:3][c:4]([CH:5]=[O:6])[cH:7][cH:8][c:9]1[F:10].[NH3:11]>>[F:1][c:2]1[cH:3][c:4]([CH:5]([NH2:11])[C:12]#[N:13])[cH:7][cH:8][c:9]1[F:10]. Starting materials: O1CCCC=C1 (3,4-dihydro-2H-pyran), pyridium p-toluenesulfonic acid, COC(CCC(=O)C1=C(C=C(C=C1C)O)O)=O (4-(2,4-dihydroxy-6-methyl-phenyl)-4-oxo-butyric acid methyl ester). Solvent: ClCCl (dichloromethane). Conditions: time 16 hour. The product is COC(CCC(=O)C1=C(C=C(C=C1)OC1OCCCC1)O)=O (4-[2-hydroxy-4-(tetrahydro-pyran-2-yloxy)-phenyl]-4-oxo-butyric acid methyl ester). The yield is 84.9%. As a reaction SMILES: [CH3:1][O:2][C:3](=[O:17])[CH2:4][CH2:5][C:6]([C:8]1[C:13](C)=[CH:12][C:11]([OH:15])=[CH:10][C:9]=1[OH:16])=[O:7].[O:18]1[CH:23]=[CH:22][CH2:21][CH2:20][CH2:19]1>ClCCl>[CH3:1][O:2][C:3](=[O:17])[CH2:4][CH2:5][C:6]([C:8]1[CH:13]=[CH:12][C:11]([O:15][CH:19]2[CH2:20][CH2:21][CH2:22][CH2:23][O:18]2)=[CH:10][C:9]=1[OH:16])=[O:7]. Reported procedure: To a mixture of 4-(2,4-dihydroxy-6-methyl-phenyl)-4-oxo-butyric acid methyl ester (1.0 g, 4.20 mmol) in dichloromethane (50 mL) was added 3,4-dihydro-2H-pyran (0.38 mL, 8.40 mmol) and pyridium p-toluenesulfonic acid (0.010 g) at room temperature. The resulting mixture was stirred at room temperature for 16 hours then concentrated in vacuo. The residue was purified by silica gel flash column chromatography to give 4-[2-hydroxy-4-(tetrahydro-pyran-2-yloxy)-phenyl]-4-oxo-butyric acid methyl ester (... The reactants are Cc1cc(C)c2c(c1O)C(=O)C1CCCCC21, Cl, NO, c1ccncc1. Yields the product Cc1cc(C)c2c(c1O)C(=NO)C1CCCCC21. RXN SMILES: [CH3:4][c:5]1[c:6]2[c:14]([c:15]([OH:19])[c:16]([CH3:18])[cH:17]1)[C:13](=[O:20])[CH:12]1[CH:7]2[CH2:8][CH2:9][CH2:10][CH2:11]1.[ClH:1].[NH2:2][OH:3].[cH:21]1[cH:22][cH:23][n:24][cH:25][cH:26]1>>[N:2]([OH:3])=[C:13]1[CH:12]2[CH:7]([c:6]3[c:5]([CH3:4])[cH:17][c:16]([CH3:18])[c:15]([OH:19])[c:14]31)[CH2:8][CH2:9][CH2:10][CH2:11]2. Procedure: To the solution of methyl 4-[3-(3,5-dichlorophenyl)-3-(trifluoromethyl)pyrrolidin-1-yl]-2-nitrobenzoate (1.24 g) in 1,4-dioxane was added 2N aqueous sodium hydroxide (5.4 mL), and the mixture was heated with stirring at 80° C. The mixture was cooled to room temperature and then acidified with 2N hydrochloric acid before the mixture was extracted twice with ethyl acetate. The organic layer was combined, which was then washed with water and dried over anhydrous magnesium sulfate. After the drying ... Reaction SMILES: [Cl:1][C:2]1[CH:3]=[C:4]([C:9]2([C:27]([F:30])([F:29])[F:28])[CH2:13][CH2:12][N:11]([C:14]3[CH:23]=[CH:22][C:17]([C:18]([O:20]C)=[O:19])=[C:16]([N+:24]([O-:26])=[O:25])[CH:15]=3)[CH2:10]2)[CH:5]=[C:6]([Cl:8])[CH:7]=1.[OH-].[Na+].Cl>O1CCOCC1>[Cl:8][C:6]1[CH:5]=[C:4]([C:9]2([C:27]([F:29])([F:30])[F:28])[CH2:13][CH2:12][N:11]([C:14]3[CH:23]=[CH:22][C:17]([C:18]([OH:20])=[O:19])=[C:16]([N+:24]([O-:26])=[O:25])[CH:15]=3)[CH2:10]2)[CH:3]=[C:2]([Cl:1])[CH:7]=1 |f:1.2|. Isolated yield 70.7%. Product: ClC=1C=C(C=C(C1)Cl)C1(CN(CC1)C1=CC(=C(C(=O)O)C=C1)[N+](=O)[O-])C(F)(F)F (4-[3-(3,5-dichlorophenyl)-3-(trifluoromethyl)pyrrolidin-1-yl]-2-nitrobenzoic acid). Conditions: temperature 80 celsius. Solvent: O1CCOCC1 (1,4-dioxane). The reactants are ClC=1C=C(C=C(C1)Cl)C1(CN(CC1)C1=CC(=C(C(=O)OC)C=C1)[N+](=O)[O-])C(F)(F)F (methyl 4-[3-(3,5-dichlorophenyl)-3-(trifluoromethyl)pyrrolidin-1-yl]-2-nitrobenzoate), [OH-].[Na+] (sodium hydroxide), Cl (hydrochloric acid). Run at time 30 minute. The yield is 97.0%. Product: NCC(CCNS(=O)(=O)C=1C=2C=CN=CC2C=CC1)C1=CC=CC=C1 (N-(4-amino-3-phenylbutyl)-5-isoquinolinesulfonamide). Reaction SMILES: C(OC([NH:8][CH2:9][CH:10]([C:27]1[CH:32]=[CH:31][CH:30]=[CH:29][CH:28]=1)[CH2:11][CH2:12][NH:13][S:14]([C:17]1[C:18]2[CH:19]=[CH:20][N:21]=[CH:22][C:23]=2[CH:24]=[CH:25][CH:26]=1)(=[O:16])=[O:15])=O)(C)(C)C.C(OCC)C>FC(F)(F)C(O)=O>[NH2:8][CH2:9][CH:10]([C:27]1[CH:32]=[CH:31][CH:30]=[CH:29][CH:28]=1)[CH2:11][CH2:12][NH:13][S:14]([C:17]1[C:18]2[CH:19]=[CH:20][N:21]=[CH:22][C:23]=2[CH:24]=[CH:25][CH:26]=1)(=[O:16])=[O:15]. Run in FC(C(=O)O)(F)F (trifluoroacetic acid). Procedure details: In 30 ml of trifluoroacetic acid was dissolved 6.0 g of N-(4-t-butoxycarbonylamino-3-phenylbutyl)-5-isoquinolinesulfonamide, and left at a temperature of 20° C.~25° C. for 30 minutes. The mixrure was condensed under reduced pressure. To the reaction solution was added ethyl ether, and the crystals precipitated were separated by filtration. The crystals thus obtained were washed with ethylether to give 4.54 g of N-(4-amino-3-phenylbutyl)-5-isoquinolinesulfonamide in a yield of 97%. The reactants are C(C)(C)(C)OC(=O)NCC(CCNS(=O)(=O)C=1C=2C=CN=CC2C=CC1)C1=CC=CC=C1 (N-(4-t-butoxycarbonylamino-3-phenylbutyl)-5-isoquinolinesulfonamide), C(C)OCC (ethyl ether). Reactants: BrB(Br)Br, CO, ClCCl, COc1ccc(F)cc1C(C)(C)CC(O)(CNc1cccc2nc(C(F)(F)F)ccc12)C(F)(F)F. Product: CC(C)(CC(O)(CNc1cccc2nc(C(F)(F)F)ccc12)C(F)(F)F)c1cc(F)ccc1O. RXN SMILES: [B:36]([Br:37])([Br:38])[Br:39].[CH3:40][OH:41].[Cl:42][CH2:43][Cl:44].[F:1][c:2]1[cH:3][cH:4][c:5]([O:34][CH3:35])[c:6]([C:8]([CH2:9][C:10]([CH2:11][NH:12][c:13]2[c:14]3[cH:15][cH:16][c:17]([C:23]([F:24])([F:25])[F:26])[n:18][c:19]3[cH:20][cH:21][cH:22]2)([OH:27])[C:28]([F:29])([F:30])[F:31])([CH3:32])[CH3:33])[cH:7]1>>[F:1][c:2]1[cH:3][cH:4][c:5]([OH:34])[c:6]([C:8]([CH2:9][C:10]([CH2:11][NH:12][c:13]2[c:14]3[cH:15][cH:16][c:17]([C:23]([F:24])([F:25])[F:26])[n:18][c:19]3[cH:20][cH:21][cH:22]2)([OH:27])[C:28]([F:29])([F:30])[F:31])([CH3:32])[CH3:33])[cH:7]1.